Dataset: the Open Reaction Database (ORD), a public repository of structured organic reaction records. Task: describe an organic reaction: reactants, conditions, products, and yield Starting materials: C(C)OC([C@H](CC1=CC=C(C=C1)OCCBr)OC)=O ((2S)-3-[4-(2-bromo-ethoxy)-phenyl]-2-methoxy-propionic acid ethyl ester), C1=C(C=CC=2C3=CC=CC=C3CC12)O (9H-fluoren-2-ol), CO[C@H](C(=O)O)CC1=C(C=CC=C1)OCCCOC1=CC=CC=C1 ((2S)-2-methoxy-3-[(3-phenoxy-propoxy)-phenyl]-propionic acid). Product: C1=C(C=CC=2C3=CC=CC=C3CC12)OCCOC1=CC=C(C=C1)C[C@@H](C(=O)O)OC ((2S)-3-{4-[2-(9H-fluoren-2-yloxy)-ethoxy]-phenyl}-2-methoxy-propionic acid). RXN SMILES: C([O:3][C:4](=[O:19])[C@@H:5]([O:17][CH3:18])[CH2:6][C:7]1[CH:12]=[CH:11][C:10]([O:13][CH2:14][CH2:15]Br)=[CH:9][CH:8]=1)C.[CH:20]1[C:32]2[CH2:31][C:30]3[C:25](=[CH:26][CH:27]=[CH:28][CH:29]=3)[C:24]=2[CH:23]=[CH:22][C:21]=1[OH:33].CO[C@@H](CC1C=CC=CC=1OCCCOC1C=CC=CC=1)C(O)=O>>[CH:20]1[C:32]2[CH2:31][C:30]3[C:25](=[CH:26][CH:27]=[CH:28][CH:29]=3)[C:24]=2[CH:23]=[CH:22][C:21]=1[O:33][CH2:15][CH2:14][O:13][C:10]1[CH:9]=[CH:8][C:7]([CH2:6][C@H:5]([O:17][CH3:18])[C:4]([OH:3])=[O:19])=[CH:12][CH:11]=1. Reported procedure: The title compound was prepared from (2S)-3-[4-(2-bromo-ethoxy)-phenyl]-2-methoxy-propionic acid ethyl ester (Example 283, Step 2) and 9H-fluoren-2-ol via the same procedure used for the preparation of (2S)-2-methoxy-3-[(3-phenoxy-propoxy)-phenyl]-propionic acid (Example 285, Step 1), to produce a white solid. MS (ES) for C25H24O5 [M+Na]+: 427.3. Reactants: CN1CCN(CC1)CC1=CC=C(C(=O)O)C=C1 (4-(4-Methylpiperazin-1-ylmethyl)benzoic acid), FC1=CC=C(C=C1)C1OC2=CC=C(C=C2CC1)OC1=CC=C(C=N1)N (6-[2-(4-fluoro-phenyl)-chroman-6-yloxy]pyridin-3-ylamine), Cl.CN(CCCN=C=NCC)C (1-(3-dimethylamino-propyl)-3-ethylcarbodiimide hydrochloride), CN1CCN(CC1)CC1=CC=C(C(=O)O)C=C1 (4-(4-methylpiperazin-1-ylmethyl)-benzoic acid), 1-(3-dimethyl-amino-propyl)-3-ethylcarbodiimide hydrochloride. Solvent: ClCCl (dichloromethane), O (Water), ClCCl (dichloromethane). Run at time 3 hour. Yields the product FC1=CC=C(C=C1)C1OC2=CC=C(C=C2CC1)OC1=CC=C(C=N1)NC(C1=CC=C(C=C1)CN1CCN(CC1)C)=O (N-{6-[2-(4-fluorophenyl)chroman-6-yloxy]-pyridin-3-yl}-4-(4-methylpiperazin-1-ylmethyl)benzamide). RXN SMILES: [CH3:1][N:2]1[CH2:7][CH2:6][N:5]([CH2:8][C:9]2[CH:17]=[CH:16][C:12]([C:13]([OH:15])=O)=[CH:11][CH:10]=2)[CH2:4][CH2:3]1.[F:18][C:19]1[CH:24]=[CH:23][C:22]([CH:25]2[CH2:34][CH2:33][C:32]3[C:27](=[CH:28][CH:29]=[C:30]([O:35][C:36]4[N:41]=[CH:40][C:39]([NH2:42])=[CH:38][CH:37]=4)[CH:31]=3)[O:26]2)=[CH:21][CH:20]=1.Cl.CN(C)CCCN=C=NCC>ClCCl.O>[F:18][C:19]1[CH:24]=[CH:23][C:22]([CH:25]2[CH2:34][CH2:33][C:32]3[C:27](=[CH:28][CH:29]=[C:30]([O:35][C:36]4[N:41]=[CH:40][C:39]([NH:42][C:13](=[O:15])[C:12]5[CH:11]=[CH:10][C:9]([CH2:8][N:5]6[CH2:4][CH2:3][N:2]([CH3:1])[CH2:7][CH2:6]6)=[CH:17][CH:16]=5)=[CH:38][CH:37]=4)[CH:31]=3)[O:26]2)=[CH:21][CH:20]=1 |f:2.3|. Procedure: 4-(4-Methylpiperazin-1-ylmethyl)benzoic acid (ca 0.19 g), 6-[2-(4-fluoro-phenyl)-chroman-6-yloxy]pyridin-3-ylamine (0.18 g) and 1-(3-dimethylamino-propyl)-3-ethylcarbodiimide hydrochloride (0.12 g) were added into dichloromethane (12 ml). The mixture was stirred at room temperature and after 4 hours more 4-(4-methylpiperazin-1-ylmethyl)-benzoic acid (ca 0.11 g) and 1-(3-dimethyl-amino-propyl)-3-ethylcarbodiimide hydrochloride (0.0.46 g) were added. Stirring was continued for additional 3 hours. ... Starting materials: FC1=CC2=C(C(=NO2)C2=CC=C(C=C2)OC[C@H]2OC2)C=C1 ((S)-6-fluoro-3-(4-oxiranylmethoxy-phenyl)-benzo[d]isoxazole), C1(=CC=CC=C1)C1CCNCC1 (4-phenylpiperidine). Run in CN(C=O)C (dimethylformamide), C(C)O (ethanol). The product is FC1=CC2=C(C(=NO2)C2=CC=C(OC[C@H](CN3CCC(CC3)C3=CC=CC=C3)O)C=C2)C=C1 ((S)-1-[4-(6-fluoro-benzo[d]isoxazol-3-yl)-phenoxy]-3-(4-phenyl-piperidin-1-yl)-propan-2-ol). As a reaction SMILES: [F:1][C:2]1[CH:21]=[CH:20][C:5]2[C:6]([C:9]3[CH:14]=[CH:13][C:12]([O:15][CH2:16][C@@H:17]4[CH2:19][O:18]4)=[CH:11][CH:10]=3)=[N:7][O:8][C:4]=2[CH:3]=1.[C:22]1([CH:28]2[CH2:33][CH2:32][NH:31][CH2:30][CH2:29]2)[CH:27]=[CH:26][CH:25]=[CH:24][CH:23]=1>CN(C)C=O.C(O)C>[F:1][C:2]1[CH:21]=[CH:20][C:5]2[C:6]([C:9]3[CH:14]=[CH:13][C:12]([O:15][CH2:16][C@@H:17]([OH:18])[CH2:19][N:31]4[CH2:32][CH2:33][CH:28]([C:22]5[CH:27]=[CH:26][CH:25]=[CH:24][CH:23]=5)[CH2:29][CH2:30]4)=[CH:11][CH:10]=3)=[N:7][O:8][C:4]=2[CH:3]=1. Procedure: The title compound is prepared from a mixture of (S)-6-fluoro-3-(4-oxiranylmethoxy-phenyl)-benzo[d]isoxazole in dimethylformamide and 4-phenylpiperidine in ethanol essentially as described above in Example 21. Purity by LC/MS=100%, [M+H]+=447. Starting materials: N#N.C(C)OC(CN(CCOC)C([C@@H](NS(=O)(=O)C1=CC2=C(SC3=C2C=CC=C3)C=C1)CCCNC(N)=N)=O)=O (N2 (2-dibenzothienylsulfonyl)-L-arginyl-N-(2-methoxyethyl)glycine ethyl ester), [OH-].[Na+] (NaOH). Solvent: CO (methanol). Conditions: time 10 hour. Yields the product N#N.C1=C(C=CC=2SC3=C(C21)C=CC=C3)S(=O)(=O)N[C@@H](CCCNC(N)=N)C(=O)N(CC(=O)O)CCOC (N2 (2-dibenzothienylsulfonyl)-L-arginyl-N-(2-methoxyethyl)glycine). The yield is 58.2%. As a reaction SMILES: [N:1]#[N:2].C([O:5][C:6](=[O:40])[CH2:7][N:8]([C:13](=[O:39])[C@H:14]([CH2:32][CH2:33][CH2:34][NH:35][C:36](=[NH:38])[NH2:37])[NH:15][S:16]([C:19]1[CH:31]=[CH:30][C:22]2[S:23][C:24]3[CH:29]=[CH:28][CH:27]=[CH:26][C:25]=3[C:21]=2[CH:20]=1)(=[O:18])=[O:17])[CH2:9][CH2:10][O:11][CH3:12])C.[OH-].[Na+]>CO>[N:1]#[N:2].[CH:20]1[C:21]2[C:25]3[CH:26]=[CH:27][CH:28]=[CH:29][C:24]=3[S:23][C:22]=2[CH:30]=[CH:31][C:19]=1[S:16]([NH:15][C@H:14]([C:13]([N:8]([CH2:9][CH2:10][O:11][CH3:12])[CH2:7][C:6]([OH:40])=[O:5])=[O:39])[CH2:32][CH2:33][CH2:34][NH:35][C:36](=[NH:37])[NH2:38])(=[O:17])=[O:18] |f:0.1,2.3,5.6|. Reported procedure: A solution of 5.5 g of N2 -(2-dibenzothienylsulfonyl)-L-arginyl-N-(2-methoxyethyl)glycine ethyl ester in 15 ml of methanol and 15 ml of 2N-NaOH solution was warmed to 40° C and held at that temperature for 10 hours. At the end of this period, the reaction mixture was concentrated and chromatographed on 200 ml of Daiaion ® SK 102 ion exchange resin (200-300 mesh, H30 form, manufactured by Mitsubishi Chemical Industries Limited) packed in water, washed with ethanol-water (1 : 4) and eluted with et... The reactants are [N+](=O)([O-])C1=CC=C(CO)C=C1 (p-nitrobenzyl alcohol), CCOCC (ether), N1=CC=CC=C1 (pyridine), BrC(C(C)C)Br (α-bromoisobutylbromide). Yields the product BrC(C(=O)OCC1=CC=C(C=C1)[N+](=O)[O-])(C)C (p-nitrobenzyl α-bromoisobutyrate). RXN SMILES: [N+:1]([C:4]1[CH:11]=[CH:10][C:7]([CH2:8][OH:9])=[CH:6][CH:5]=1)([O-:3])=[O:2].N1[CH:17]=[CH:16][CH:15]=CC=1.[Br:18]C(Br)C(C)C.CC[O:26][CH2:27]C>>[Br:18][C:16]([CH3:15])([CH3:17])[C:27]([O:9][CH2:8][C:7]1[CH:6]=[CH:5][C:4]([N+:1]([O-:3])=[O:2])=[CH:11][CH:10]=1)=[O:26]. Procedure: In 250 ml of dry ether is dissolved 15.3 g of p-nitrobenzyl alcohol, followed by additon of 8.90 ml of pyridine under ice-cooling and stirring. Then, 25.3 g of α-bromoisobutylbromide is added dropwise over 50 minutes. The mixture is stirred at room temperature for 5 hours and the resultant crystalline precipitate is separated by filtration and washed with ether. The filtrate and washings are combined and 150 ml of ethyl acetate is added. The mixture is washed with dilute hydrochloric acid, water... The reactants are C=C(C)n1c(=O)[nH]c2ccccc21, CO. The product is CC(C)n1c(=O)[nH]c2ccccc21. RXN SMILES: [C:1](=[CH2:2])([CH3:3])[n:4]1[c:5](=[O:13])[nH:6][c:7]2[c:8]1[cH:9][cH:10][cH:11][cH:12]2.[CH3:14][OH:15]>>[CH:1]([CH3:2])([CH3:3])[n:4]1[c:5](=[O:13])[nH:6][c:7]2[c:8]1[cH:9][cH:10][cH:11][cH:12]2. The reactants are CO, O=C[O-], O=[N+]([O-])c1ccc(Cl)cc1C(O)c1c(Cl)cccc1Cl, [NH4+], O=[Pt]. Product: Nc1ccc(Cl)cc1C(O)c1c(Cl)cccc1Cl. As a reaction SMILES: [CH3:25][OH:26].[CH:21]([O-:22])=[O:23].[N+:1]([O-:2])(=[O:3])[c:4]1[c:5]([CH:11]([OH:12])[c:13]2[c:14]([Cl:20])[cH:15][cH:16][cH:17][c:18]2[Cl:19])[cH:6][c:7]([Cl:10])[cH:8][cH:9]1.[NH4+:24].[Pt:27]=[O:28]>>[NH2:1][c:4]1[c:5]([CH:11]([OH:12])[c:13]2[c:14]([Cl:20])[cH:15][cH:16][cH:17][c:18]2[Cl:19])[cH:6][c:7]([Cl:10])[cH:8][cH:9]1.